From a dataset of the Open Reaction Database (ORD), a public repository of structured organic reaction records. describe an organic reaction: reactants, conditions, products, and yield The reactants are BrC1=NC=C(N=C1)C1CC1 (2-bromo-5-cyclopropylpyrazine), O[C@@H]1C[C@H]2N(C(CCN(C2)C(=O)OC(C)(C)C)=O)C1 (tert-Butyl (8R,9aR)-8-hydroxy-5-oxohexahydro-1H-pyrrolo[1,2-a][1,4]diazepine-2(3H)-carboxylate), CO (methanol), CC(C)([O-])C.[K+] (Potassium tert-butoxide). The solvent is O1CCCC1 (tetrahydrofuran), O1CCCC1 (tetrahydrofuran). Run at time 5 minute. Yields the product C1(CC1)C=1N=CC(=NC1)O[C@@H]1C[C@H]2N(C(CCN(C2)C(=O)OC(C)(C)C)=O)C1 (tert-butyl (8R,9aR)-8-[(5-cyclopropylpyrazin-2-yl)oxy]-5-oxohexahydro-1H-pyrrolo[1,2-a][1,4]diazepine-2(3H)-carboxylate). Isolated yield 58.1%. As a reaction SMILES: [OH:1][C@H:2]1[CH2:19][N:5]2[C:6](=[O:18])[CH2:7][CH2:8][N:9]([C:11]([O:13][C:14]([CH3:17])([CH3:16])[CH3:15])=[O:12])[CH2:10][C@H:4]2[CH2:3]1.CC(C)([O-])C.[K+].Br[C:27]1[CH:32]=[N:31][C:30]([CH:33]2[CH2:35][CH2:34]2)=[CH:29][N:28]=1.CO>O1CCCC1>[CH:33]1([C:30]2[N:31]=[CH:32][C:27]([O:1][C@H:2]3[CH2:19][N:5]4[C:6](=[O:18])[CH2:7][CH2:8][N:9]([C:11]([O:13][C:14]([CH3:15])([CH3:16])[CH3:17])=[O:12])[CH2:10][C@H:4]4[CH2:3]3)=[N:28][CH:29]=2)[CH2:35][CH2:34]1 |f:1.2|. Procedure details: tert-Butyl (8R,9aR)-8-hydroxy-5-oxohexahydro-1H-pyrrolo[1,2-a][1,4]diazepine-2(3H)-carboxylate (60 mg, 0.222 mmol, 1.0 equivalent, Example 46, Part D) was dissolved in tetrahydrofuran (1.0 mL). Potassium tert-butoxide (0.311 mL, 0.311 mmol, 1 M in tetrahydrofuran, 1.4 equivalents) was added at room temperature, and the resulting yellow solution was stirred for five minutes. Then 2-bromo-5-cyclopropylpyrazine (57.4 mg, 0.289 mmol, 1.3 equivalents) was added as a solution in tetrahydrofuran (0.5 m... The reactants are Cc1ccc2c(n1)COC2=O, ClC(Cl)Cl, O=C(OO)c1cccc(Cl)c1, ClCCl. Product: Cc1ccc2c([n+]1[O-])COC2=O. Reaction SMILES: [CH3:1][c:2]1[cH:3][cH:4][c:5]2[c:6]([n:7]1)[CH2:8][O:9][C:10]2=[O:11].[CH:23]([Cl:24])([Cl:25])[Cl:26].[Cl:12][c:13]1[cH:14][c:15]([C:20](=[O:17])[O:21][OH:22])[cH:16][cH:18][cH:19]1.[Cl:27][CH2:28][Cl:29]>>[CH3:1][c:2]1[cH:3][cH:4][c:5]2[c:6]([n+:7]1[O-:17])[CH2:8][O:9][C:10]2=[O:11]. As a reaction SMILES: [H-].[Na+].[CH3:3][O:4][C:5]1[C:10]([NH:11][C:12](=[O:15])[CH2:13][CH3:14])=[CH:9][C:8]([CH3:16])=[C:7]([C:17]2[CH:22]=[CH:21][C:20]([O:23][C:24]([F:27])([F:26])[F:25])=[CH:19][C:18]=2[O:28][CH3:29])[N:6]=1.I[CH2:31][CH2:32][CH3:33].O>CN(C=O)C>[CH3:3][O:4][C:5]1[C:10]([N:11]([CH2:31][CH2:32][CH3:33])[C:12](=[O:15])[CH2:13][CH3:14])=[CH:9][C:8]([CH3:16])=[C:7]([C:17]2[CH:22]=[CH:21][C:20]([O:23][C:24]([F:27])([F:26])[F:25])=[CH:19][C:18]=2[O:28][CH3:29])[N:6]=1 |f:0.1|. Conditions: time 20 minute. Product: COC1=NC(=C(C=C1N(C(CC)=O)CCC)C)C1=C(C=C(C=C1)OC(F)(F)F)OC (N-[2-methoxy-6-(2-methoxy-4-trifluoromethoxy-phenyl)-5-methyl-pyridin-3-yl]-N-propyl-propionamide). Procedure: 60% NaH (23 mg, 0.58 mmol) is added to a solution of N-[2-methoxy-6-(2-methoxy-4-trifluoromethoxy-phenyl)-5-methyl-pyridin-3-yl]-propionamide (0.15 g, 0.39 mmol) in DMF (1 ml) at room temperature. After stirring at room temperature for 20 minutes, iodo propane (0.058 ml, 0.58 mmol) is added. The mixture is stirred at room temperature for 3 days. 20 ml of water is added and the mixture is extracted with EtOAc. The combined extracts are washed with brine and dried over Na2SO4. The solvent is remov... The solvent is CN(C)C=O (DMF). The reactants are O (water), [H-].[Na+] (NaH), COC1=NC(=C(C=C1NC(CC)=O)C)C1=C(C=C(C=C1)OC(F)(F)F)OC (N-[2-methoxy-6-(2-methoxy-4-trifluoromethoxy-phenyl)-5-methyl-pyridin-3-yl]-propionamide), ICCC (iodo propane). Starting materials: C(C)(C)(C)OC(=O)NN(CC(=O)C1=CC=C(C=C1)OC)C(C(=O)OCC)=CC(=O)OCC (diethyl 2-{2-(tert-butoxycarbonyl)-1-[2-(4-methoxyphenyl)-2-oxoethyl]hydrazinyl}but-2-enedioate), polyphosphoric acid. Run in C1(=CC=CC=C1)C (toluene). Conditions: temperature 85 celsius. The product is COC1=CC=C(C=C1)C(CN1NC(C=C1C(=O)OCC)=O)=O (ethyl 2-[2-(4-methoxyphenyl)-2-oxoethyl]-5-oxo-2,5-dihydro-1H-pyrazole-3-carboxylate). Isolated yield 91.1%. As a reaction SMILES: C(OC([NH:8][N:9]([C:21](=[CH:27][C:28]([O:30]CC)=O)[C:22]([O:24][CH2:25][CH3:26])=[O:23])[CH2:10][C:11]([C:13]1[CH:18]=[CH:17][C:16]([O:19][CH3:20])=[CH:15][CH:14]=1)=[O:12])=O)(C)(C)C>C1(C)C=CC=CC=1>[CH3:20][O:19][C:16]1[CH:17]=[CH:18][C:13]([C:11](=[O:12])[CH2:10][N:9]2[C:21]([C:22]([O:24][CH2:25][CH3:26])=[O:23])=[CH:27][C:28](=[O:30])[NH:8]2)=[CH:14][CH:15]=1. Reported procedure: A solution of crude diethyl 2-{2-(tert-butoxycarbonyl)-1-[2-(4-methoxyphenyl)-2-oxoethyl]hydrazinyl}but-2-enedioate (1.3 g) in toluene was added to polyphosphoric acid at 85° C. The reaction was heated at 85° C. for 1 hour after which time it was worked-up to give crude ethyl 2-[2-(4-methoxyphenyl)-2-oxoethyl]-5-oxo-2,5-dihydro-1H-pyrazole-3-carboxylate (800 mg). ESI-MI m/z [M+H]+ 305.3. Reactants: [OH-].[Na+] (Sodium hydroxide), C(C)OC(=O)C1=C(C=2C=NC=CC2N1C)NC1=C(C=C(C=C1)I)F (3-(2-fluoro-4-iodo-phenylamino)-1-methyl-1H-pyrrolo[3,2-c]pyridine-2-carboxylic acid ethyl ester). The solvent is IMS. Run at temperature 60 celsius. Product: [Na+].FC1=C(C=CC(=C1)I)NC1=C(N(C2=C1C=NC=C2)C)C(=O)[O-] (3-(2-Fluoro-4-iodo-phenylamino)-1-methyl-1H-pyrrolo[3,2-c]pyridine-2-carboxylic acid sodium salt). Isolated yield 111.4%. Reaction SMILES: [OH-].[Na+:2].C([O:5][C:6]([C:8]1[N:16]([CH3:17])[C:15]2[CH:14]=[CH:13][N:12]=[CH:11][C:10]=2[C:9]=1[NH:18][C:19]1[CH:24]=[CH:23][C:22]([I:25])=[CH:21][C:20]=1[F:26])=[O:7])C>>[Na+:2].[F:26][C:20]1[CH:21]=[C:22]([I:25])[CH:23]=[CH:24][C:19]=1[NH:18][C:9]1[C:10]2[CH:11]=[N:12][CH:13]=[CH:14][C:15]=2[N:16]([CH3:17])[C:8]=1[C:6]([O-:7])=[O:5] |f:0.1,3.4|. Reported procedure: Sodium hydroxide (39 mg, 1.0 mmol) was added to a suspension of 3-(2-fluoro-4-iodo-phenylamino)-1-methyl-1H-pyrrolo[3,2-c]pyridine-2-carboxylic acid ethyl ester (400 mg, 0.91 mmol) in IMS (6 ml) and the reaction heated at 60° C. for 5 hours. The reaction mixture was concentrated in vacuo to yield the title compound as a yellow solid (439 mg, 100%). LCMS (method B): RT=2.19 min, M-Na+H+=412.